From a dataset of the Open Reaction Database (ORD), a public repository of structured organic reaction records. describe an organic reaction: reactants, conditions, products, and yield Reactants: FC(C(=O)O)(F)F.NCC(=O)N1CCN(CC1)C(C1=C(C=CC=C1)C(F)(F)F)=O (2-amino-1-[4-(2-trifluoromethyl-benzoyl)-piperazin-1-yl]-ethanone trifluoroacetic acid salt), CCN(C(C)C)C(C)C (DIPEA), C1(=CC=CC=C1)CCCN1CCC(CC1)C(=O)O (1-(3-Phenyl-propyl)-piperidine-4-carboxylic acid), C=1C=CC2=C(C1)N=NN2O (HOBT), CCN=C=NCCCN(C)C (EDCI). Solvent: O (water), CN(C)C=O (DMF). Reaction conditions: time 2 minute. Yields the product O=C(CNC(=O)C1CCN(CC1)CCCC1=CC=CC=C1)N1CCN(CC1)C(C1=C(C=CC=C1)C(F)(F)F)=O (1-(3-Phenyl-propyl)-piperidine-4-carboxylic acid {2-oxo-2-[4-(2-trifluoromethyl-benzoyl)-piperazin-1-yl]-ethyl}-amide). Isolated yield 59.2%. Reaction SMILES: CCN(C(C)C)C(C)C.[C:10]1([CH2:16][CH2:17][CH2:18][N:19]2[CH2:24][CH2:23][CH:22]([C:25]([OH:27])=O)[CH2:21][CH2:20]2)[CH:15]=[CH:14][CH:13]=[CH:12][CH:11]=1.C1C=CC2N(O)N=NC=2C=1.CCN=C=NCCCN(C)C.FC(F)(F)C(O)=O.[NH2:56][CH2:57][C:58]([N:60]1[CH2:65][CH2:64][N:63]([C:66](=[O:77])[C:67]2[CH:72]=[CH:71][CH:70]=[CH:69][C:68]=2[C:73]([F:76])([F:75])[F:74])[CH2:62][CH2:61]1)=[O:59]>CN(C=O)C.O>[O:59]=[C:58]([N:60]1[CH2:61][CH2:62][N:63]([C:66](=[O:77])[C:67]2[CH:72]=[CH:71][CH:70]=[CH:69][C:68]=2[C:73]([F:76])([F:75])[F:74])[CH2:64][CH2:65]1)[CH2:57][NH:56][C:25]([CH:22]1[CH2:21][CH2:20][N:19]([CH2:18][CH2:17][CH2:16][C:10]2[CH:11]=[CH:12][CH:13]=[CH:14][CH:15]=2)[CH2:24][CH2:23]1)=[O:27] |f:4.5|. Procedure details: DIPEA (95.64 mg, 0.11 mL, 0.74 mmol) was added to a stirred solution of 1-(3-Phenyl-propyl)-piperidine-4-carboxylic acid (55.22 mg, 0.22 mmol) in DMF (1 mL). HOBT (30.19 mg, 0.22 mmol) and EDCI (42.74 mg, 0.22 mmol) were then added at room temperature. After 2 minutes, 2-amino-1-[4-(2-trifluoromethyl-benzoyl)-piperazin-1-yl]-ethanone trifluoroacetic acid salt (80 mg, 0.18 mmol) was added and the resulting mixture was stirred at room temperature for 16 hrs. Cold water was then added and the produ... Starting materials: NC=1C=C2C=CNC2=CC1 (5-aminoindole), Pt2O. The solvent is C(C)(=O)O (acetic acid). The product is NC1CC2CCNC2CC1 (5-aminooctahydroindole). Reaction SMILES: [NH2:1][C:2]1[CH:3]=[C:4]2[C:8](=[CH:9][CH:10]=1)[NH:7][CH:6]=[CH:5]2>C(O)(=O)C>[NH2:1][CH:2]1[CH2:10][CH2:9][CH:8]2[CH:4]([CH2:5][CH2:6][NH:7]2)[CH2:3]1. Procedure: A 1.0 g sample of 5-aminoindole was hydrogenated at 4 atm H2 in 50 mL of acetic acid over 2 g of Pt2O at room temperature for 90 hours. The solution was filtered, and the solvent was removed Starting materials: O=C1NC(=O)c2ccccc21, CN(C)C=O, CCOC(C)=O, CC(Cl)c1ccc(C2=NOC(c3cc(Cl)cc(Cl)c3)(C(F)(F)F)C2)cc1Cl, [K]. Product: CC(c1ccc(C2=NOC(c3cc(Cl)cc(Cl)c3)(C(F)(F)F)C2)cc1Cl)N1C(=O)c2ccccc2C1=O. Reaction SMILES: [C:28]1(=[O:38])[c:29]2[c:30]([cH:34][cH:35][cH:36][cH:37]2)[C:31](=[O:33])[NH:32]1.[CH3:40][N:41]([CH3:42])[CH:43]=[O:44].[CH3:45][CH2:46][O:47][C:48](=[O:49])[CH3:50].[Cl:1][c:2]1[cH:3][c:4]([C:11]2=[N:12][O:13][C:14]([C:16]([F:17])([F:18])[F:19])([c:20]3[cH:21][c:22]([Cl:27])[cH:23][c:24]([Cl:26])[cH:25]3)[CH2:15]2)[cH:5][cH:6][c:7]1[CH:8]([CH3:9])[Cl:10].[K:39]>>[Cl:1][c:2]1[cH:3][c:4]([C:11]2=[N:12][O:13][C:14]([C:16]([F:17])([F:18])[F:19])([c:20]3[cH:21][c:22]([Cl:27])[cH:23][c:24]([Cl:26])[cH:25]3)[CH2:15]2)[cH:5][cH:6][c:7]1[CH:8]([CH3:9])[N:32]1[C:28](=[O:38])[c:29]2[c:30]([cH:34][cH:35][cH:36][cH:37]2)[C:31]1=[O:33].